This data is from the Open Reaction Database (ORD), a public repository of structured organic reaction records. The task is: describe an organic reaction: reactants, conditions, products, and yield Reactants: CCN=C=NCCCN(OC)OC, ClCCl, Cl, CCCCc1nc2c(N)nc3cccnc3c2n1CCN, O=C1CCC(C(=O)O)O1. Yields the product CCCCc1nc2c(N)nc3cccnc3c2n1CCNC(=O)C1CCC(=O)O1. As a reaction SMILES: [CH3:32][O:33][N:34]([O:35][CH3:36])[CH2:37][CH2:38][CH2:39][N:40]=[C:41]=[N:42][CH2:43][CH3:44].[Cl:45][CH2:46][Cl:47].[ClH:31].[NH2:10][c:11]1[n:12][c:13]2[cH:14][cH:15][cH:16][n:17][c:18]2[c:19]2[c:20]1[n:21][c:22]([CH2:27][CH2:28][CH2:29][CH3:30])[n:23]2[CH2:24][CH2:25][NH2:26].[O:1]=[C:2]1[CH2:3][CH2:4][CH:5]([C:7](=[O:8])[OH:9])[O:6]1>>[O:1]=[C:2]1[CH2:3][CH2:4][CH:5]([C:7](=[O:9])[NH:26][CH2:25][CH2:24][n:23]2[c:19]3[c:18]4[c:13]([n:12][c:11]([NH2:10])[c:20]3[n:21][c:22]2[CH2:27][CH2:28][CH2:29][CH3:30])[cH:14][cH:15][cH:16][n:17]4)[O:6]1. Starting materials: Example 6 ( 1 ), Br.BrCC1=CC=NC=C1 (4-(bromomethyl)pyridine hydrobromide), crude product, C(CC(=O)OCC)(=O)OCC (diethyl malonate). Yields the product N1=CC=C(C=C1)CC(C(=O)OCC)C(=O)OCC (diethyl (4-pyridylmethyl)malonate). The yield is 38.5%. RXN SMILES: [C:1]([O:9][CH2:10][CH3:11])(=[O:8])[CH2:2][C:3]([O:5][CH2:6][CH3:7])=[O:4].Br.Br[CH2:14][C:15]1[CH:20]=[CH:19][N:18]=[CH:17][CH:16]=1>>[N:18]1[CH:19]=[CH:20][C:15]([CH2:14][CH:2]([C:3]([O:5][CH2:6][CH3:7])=[O:4])[C:1]([O:9][CH2:10][CH3:11])=[O:8])=[CH:16][CH:17]=1 |f:1.2|. Reported procedure: In the same manner as in Example 6 (1), a crude product was obtained using diethyl malonate (6.41 g) and 4-(bromomethyl)pyridine hydrobromide (10.1 g). This was purified by silica gel column chromatography to give the title compound (3.86 g) as an oil. The reactants are CC=1C=C(C(=N)N)C=CC1 (3-methyl-benzamidine), ClC1=C(C=C(C#N)C#N)C=CC(=C1)Cl (2-(2,4-dichloro-benzylidene)-malononitrile). Yields the product NCC=1C(=NC(=NC1C1=C(C=C(C=C1)Cl)Cl)C=1C=C(C=CC1)C)N (5-Aminomethyl-6-(2,4-dichloro-phenyl)-2-m-tolyl-pyrimidin-4-ylamine). As a reaction SMILES: [CH3:1][C:2]1[CH:3]=[C:4]([CH:8]=[CH:9][CH:10]=1)[C:5]([NH2:7])=[NH:6].[Cl:11][C:12]1[CH:23]=[C:22]([Cl:24])[CH:21]=[CH:20][C:13]=1[CH:14]=[C:15]([C:18]#[N:19])[C:16]#[N:17]>>[NH2:19][CH2:18][C:15]1[C:16]([NH2:17])=[N:6][C:5]([C:4]2[CH:3]=[C:2]([CH3:1])[CH:10]=[CH:9][CH:8]=2)=[N:7][C:14]=1[C:13]1[CH:20]=[CH:21][C:22]([Cl:24])=[CH:23][C:12]=1[Cl:11]. Procedure: The title compound, MS: m/e=359.1 (M+H+), was prepared from 3-methyl-benzamidine and 2-(2,4-dichloro-benzylidene)-malononitrile in analogy to the process described in Example 11 as a solid.